Dataset: the Open Reaction Database (ORD), a public repository of structured organic reaction records. Task: describe an organic reaction: reactants, conditions, products, and yield Reactants: BrC1=C(C=C(C(=C1)[N+](=O)[O-])F)C (2-bromo-5-fluoro-4-nitrotoluene), NCC(=O)[O-].[Na+] (sodium glycinate). The solvent is CN(C)C=O (DMF), O (water). Run at temperature 70 celsius, time 8 hour. The product is [Na+].BrC1=CC(=C(C=C1C)NCC(=O)[O-])[N+](=O)[O-] (N-(4′-Bromo-5′-methyl-2′-nitrophenyl)glycine sodium salt). Reaction SMILES: [Br:1][C:2]1[CH:7]=[C:6]([N+:8]([O-:10])=[O:9])[C:5](F)=[CH:4][C:3]=1[CH3:12].[NH2:13][CH2:14][C:15]([O-:17])=[O:16].[Na+:18]>CN(C=O)C.O>[Na+:18].[Br:1][C:2]1[C:3]([CH3:12])=[CH:4][C:5]([NH:13][CH2:14][C:15]([O-:17])=[O:16])=[C:6]([N+:8]([O-:10])=[O:9])[CH:7]=1 |f:1.2,5.6|. Procedure: To a stirred solution of 2-bromo-5-fluoro-4-nitrotoluene (1.662 g, 7.102 mmol, as prepared above) in DMF (7.0 mL) at 70° C., was added, dropwise, a solution of sodium glycinate (0.690 g, 7.11 mmol, Aldrich, used as received) in water (7.0 mL). The resulting suspension was stirred overnight at 70° C. The suspension was cooled to room temperature and the red solid was filtered, washed with acetone, and dried under vacuum to give 0.932 g (45%) of the pure (1H NMR) title compound as a red powder; 1H...